This data is from the Open Reaction Database (ORD), a public repository of structured organic reaction records. The task is: describe an organic reaction: reactants, conditions, products, and yield Starting materials: BrC1=CC(=C(C=C1)C(=O)N1CCN(CC1)C1=NC=C(C=C1C)C1CC1)N1S(CCC1)(=O)=O ([4-bromo-2-(1,1-dioxo-1λ6-isothiazolidin-2-yl)phenyl][4-(5-cyclopropyl-3-methylpyridin-2-yl)piperazin-1-yl]methanone), CN1C(NCC1)=O (1-methylimidazolidin-2-one). Product: C1(CC1)C=1C=C(C(=NC1)N1CCN(CC1)C(=O)C1=C(C=C(C=C1)N1C(N(CC1)C)=O)N1S(CCC1)(=O)=O)C (1-[4-[4-(5-cyclopropyl-3-methylpyridin-2-yl)piperazine-1-carbonyl]-3-(1,1-dioxo-1λ6-isothiazolidin-2-yl)phenyl]-3-methylimidazolidin-2-one). Yield: 65.4%. Reaction SMILES: Br[C:2]1[CH:7]=[CH:6][C:5]([C:8]([N:10]2[CH2:15][CH2:14][N:13]([C:16]3[C:21]([CH3:22])=[CH:20][C:19]([CH:23]4[CH2:25][CH2:24]4)=[CH:18][N:17]=3)[CH2:12][CH2:11]2)=[O:9])=[C:4]([N:26]2[CH2:30][CH2:29][CH2:28][S:27]2(=[O:32])=[O:31])[CH:3]=1.[CH3:33][N:34]1[CH2:38][CH2:37][NH:36][C:35]1=[O:39]>>[CH:23]1([C:19]2[CH:20]=[C:21]([CH3:22])[C:16]([N:13]3[CH2:14][CH2:15][N:10]([C:8]([C:5]4[CH:6]=[CH:7][C:2]([N:36]5[CH2:37][CH2:38][N:34]([CH3:33])[C:35]5=[O:39])=[CH:3][C:4]=4[N:26]4[CH2:30][CH2:29][CH2:28][S:27]4(=[O:32])=[O:31])=[O:9])[CH2:11][CH2:12]3)=[N:17][CH:18]=2)[CH2:25][CH2:24]1. Reported procedure: Using [4-bromo-2-(1,1-dioxo-1λ6-isothiazolidin-2-yl)phenyl][4-(5-cyclopropyl-3-methylpyridin-2-yl)piperazin-1-yl]methanone (205 mg) described in Preparation Example 240 and 1-methylimidazolidin-2-one (59 mg) and by the reaction and treatment in the same manner as in Example 536, the title compound (139 mg) was obtained. Reactants: OCc1ccncc1Br, Cn1c(B(O)O)cc2ccccc21, [K+], [K+], [K+], CN(C)C=O, O=P([O-])([O-])[O-], c1ccc(P(c2ccccc2)(c2ccccc2)[Pd](P(c2ccccc2)(c2ccccc2)c2ccccc2)(P(c2ccccc2)(c2ccccc2)c2ccccc2)P(c2ccccc2)(c2ccccc2)c2ccccc2)cc1. Yields the product Cn1c(-c2cnccc2CO)cc2ccccc21. As a reaction SMILES: [Br:14][c:15]1[cH:16][n:17][cH:18][cH:19][c:20]1[CH2:21][OH:22].[CH3:1][n:2]1[c:3]([B:11]([OH:12])[OH:13])[cH:4][c:5]2[cH:6][cH:7][cH:8][cH:9][c:10]12.[K+:28].[K+:29].[K+:30].[O:108]=[CH:109][N:110]([CH3:111])[CH3:112].[P:23]([O-:24])([O-:25])([O-:26])=[O:27].[cH:31]1[cH:32][cH:33][c:34]([P:35]([Pd:36]([P:37]([c:38]2[cH:39][cH:40][cH:41][cH:42][cH:43]2)([c:44]2[cH:45][cH:46][cH:47][cH:48][cH:49]2)[c:50]2[cH:51][cH:52][cH:53][cH:54][cH:55]2)([P:56]([c:57]2[cH:58][cH:59][cH:60][cH:61][cH:62]2)([c:63]2[cH:64][cH:65][cH:66][cH:67][cH:68]2)[c:69]2[cH:70][cH:71][cH:72][cH:73][cH:74]2)[P:75]([c:76]2[cH:77][cH:78][cH:79][cH:80][cH:81]2)([c:82]2[cH:83][cH:84][cH:85][cH:86][cH:87]2)[c:88]2[cH:89][cH:90][cH:91][cH:92][cH:93]2)([c:94]2[cH:95][cH:96][cH:97][cH:98][cH:99]2)[c:100]2[cH:101][cH:102][cH:103][cH:104][cH:105]2)[cH:106][cH:107]1>>[CH3:1][n:2]1[c:3](-[c:15]2[cH:16][n:17][cH:18][cH:19][c:20]2[CH2:21][OH:22])[cH:4][c:5]2[cH:6][cH:7][cH:8][cH:9][c:10]12. The reactants are O=C(O)C(CC1CCCCC1)N1Cc2cc([N+](=O)[O-])ccc2C1=O, O=C(Nc1nccs1)C(CC1CCCCC1)N1Cc2ccccc2C1=O, Nc1nccs1. The product is O=C(Nc1nccs1)C(CC1CCCCC1)N1Cc2cc([N+](=O)[O-])ccc2C1=O. RXN SMILES: [CH:1]1([CH2:7][CH:8]([C:9](=[O:10])[OH:11])[N:12]2[C:13](=[O:24])[c:14]3[cH:15][cH:16][c:17]([N+:21](=[O:22])[O-:23])[cH:18][c:19]3[CH2:20]2)[CH2:2][CH2:3][CH2:4][CH2:5][CH2:6]1.[CH:31]1([CH2:32][CH:33]([N:34]2[CH2:35][c:36]3[c:37]([cH:38][cH:39][cH:40][cH:41]3)[C:42]2=[O:43])[C:44]([NH:45][c:46]2[s:47][cH:48][cH:49][n:50]2)=[O:51])[CH2:52][CH2:53][CH2:54][CH2:55][CH2:56]1.[NH2:25][c:26]1[s:27][cH:28][cH:29][n:30]1>>[CH:1]1([CH2:7][CH:8]([C:9](=[O:10])[NH:25][c:26]2[s:27][cH:28][cH:29][n:30]2)[N:12]2[C:13](=[O:24])[c:14]3[cH:15][cH:16][c:17]([N+:21](=[O:22])[O-:23])[cH:18][c:19]3[CH2:20]2)[CH2:2][CH2:3][CH2:4][CH2:5][CH2:6]1. Starting materials: ClC(=O)OC1=CC=CC=C1 (Phenyl chloroformate), NC1=NC=C(C=C1)C(F)(F)F (2-amino-5-trifluoromethylpyridine). The solvent is N1=CC=CC=C1 (pyridine). Reaction conditions: temperature 21 celsius, time 0.5 hour. The product is FC(C=1C=CC(=NC1)NC(OC1=CC=CC=C1)=O)(F)F (Phenyl N-(5-Trifluoromethyl-2-pyridinyl)carbamate). Reaction SMILES: Cl[C:2]([O:4][C:5]1[CH:10]=[CH:9][CH:8]=[CH:7][CH:6]=1)=[O:3].[NH2:11][C:12]1[CH:17]=[CH:16][C:15]([C:18]([F:21])([F:20])[F:19])=[CH:14][N:13]=1>N1C=CC=CC=1>[F:21][C:18]([F:19])([F:20])[C:15]1[CH:16]=[CH:17][C:12]([NH:11][C:2](=[O:3])[O:4][C:5]2[CH:10]=[CH:9][CH:8]=[CH:7][CH:6]=2)=[N:13][CH:14]=1. Procedure: Phenyl chloroformate (1.92 g, 12.3 mmol) was added to a stirring solution of 2-amino-5-trifluoromethylpyridine (2.0 g, 12.3 mmol) in pyridine (20 mL) at a rate which maintained the temperature at 21° C. The mixture was stirred for an additional 0.5 hr and the resulting precipitate was collected by filtration, extracted with ether, then dried to obtain 2.33 g (67 percent of theory) of the title compound as white crystals melting at 203° C.